This data is from the Open Reaction Database (ORD), a public repository of structured organic reaction records. The task is: describe an organic reaction: reactants, conditions, products, and yield Starting materials: FC1CCN(CC1)C1=CC(=CC(=C1)C(F)(F)F)[N+](=O)[O-] (4-fluoro-1-(3-nitro-5-(trifluoromethyl)phenyl)piperidine). Reagents/catalysts: [Pd] (Pd/C). Run in CO (methanol). Conditions: time 16 hour. Product: FC1CCN(CC1)C=1C=C(N)C=C(C1)C(F)(F)F (3-(4-fluoropiperidin-1-yl)-5-(trifluoromethyl)aniline). Yield: 103.0%. RXN SMILES: [F:1][CH:2]1[CH2:7][CH2:6][N:5]([C:8]2[CH:13]=[C:12]([C:14]([F:17])([F:16])[F:15])[CH:11]=[C:10]([N+:18]([O-])=O)[CH:9]=2)[CH2:4][CH2:3]1>CO.[Pd]>[F:1][CH:2]1[CH2:7][CH2:6][N:5]([C:8]2[CH:9]=[C:10]([CH:11]=[C:12]([C:14]([F:17])([F:15])[F:16])[CH:13]=2)[NH2:18])[CH2:4][CH2:3]1. Procedure details: Add Pd/C (10%, 70 mg) to the solution of 4-fluoro-1-(3-nitro-5-(trifluoromethyl)phenyl)piperidine (300 mg, 1.0 mmol) in methanol (10 mL), stir the mixture under hydrogen atmosphere for 16 hrs at room temperature. Filter and concentrate the filtrate to get the crude product (270 mg, 100%) which is used directly without further purification. Starting materials: BrC1=CC=C(C#N)C=C1 (4-Bromobenzonitrile), C(CCC)[Li] (n-butyllithium), C1CCOC1.CCCCCC (THF hexane), C1COC2(C(CCCC2)=O)O1 (Cyclohexanedione monoethylene ketal). The product is C1COC2(CCC(CC2)(O)C2=CC=C(C=C2)C#N)O1 (4-(4'-Cyanophenyl)-4-hydroxycyclohexanone ethylene ketal). Yield: 70.0%. Reaction SMILES: Br[C:2]1[CH:9]=[CH:8][C:5]([C:6]#[N:7])=[CH:4][CH:3]=1.C([Li])CCC.[CH2:15]1[O:25][C:18]2([CH2:23][CH2:22][CH2:21][CH2:20][C:19]2=O)[O:17][CH2:16]1.C1C[O:29]CC1.CCCCCC>>[CH2:15]1[O:25][C:18]2([CH2:23][CH2:22][C:21]([C:2]3[CH:9]=[CH:8][C:5]([C:6]#[N:7])=[CH:4][CH:3]=3)([OH:29])[CH2:20][CH2:19]2)[O:17][CH2:16]1 |f:3.4|. Procedure: 4-Bromobenzonitrile was treated in THF-hexane with n-butyllithium at -100° C. Cyclohexanedione monoethylene ketal was added at -100° to give 70% yield of 11. Starting materials: [Al+3], O=C(O)c1ccc(Br)c(F)c1, [Cl-], [Cl-], [Cl-], Cl, CN(C)C=O, O=S(Cl)Cl, c1ccccc1. The product is O=C(c1ccccc1)c1ccc(Br)c(F)c1. RXN SMILES: [Al+3:25].[Br:1][c:2]1[c:3]([F:11])[cH:4][c:5]([C:6](=[O:7])[OH:8])[cH:9][cH:10]1.[Cl-:22].[Cl-:23].[Cl-:24].[ClH:26].[O:27]=[CH:28][N:29]([CH3:30])[CH3:31].[S:12]([Cl:13])([Cl:14])=[O:15].[cH:16]1[cH:17][cH:18][cH:19][cH:20][cH:21]1>>[Br:1][c:2]1[c:3]([F:11])[cH:4][c:5]([C:6](=[O:8])[c:16]2[cH:17][cH:18][cH:19][cH:20][cH:21]2)[cH:9][cH:10]1. Starting materials: solution, C(C)[Si](C=1NC2=CC=C(C=C2C1CCN)C(F)(F)F)(CC)CC (2-[2-(Triethylsilyl)-5-(trifluoromethyl)-1H-indol-3-yl]ethylamine), [F-].C(CCC)[N+](CCCC)(CCCC)CCCC (tetrabutylammonium fluoride). Solvent: O1CCCC1 (tetrahydrofuran), O1CCCC1 (tetrahydrofuran). Yields the product FC(C=1C=C2C(=CNC2=CC1)CCN)(F)F (2-[5-(Trifluoromethyl)-1H-indol-3-yl]ethylamine). As a reaction SMILES: C([Si](CC)(CC)[C:4]1[NH:5][C:6]2[C:11]([C:12]=1[CH2:13][CH2:14][NH2:15])=[CH:10][C:9]([C:16]([F:19])([F:18])[F:17])=[CH:8][CH:7]=2)C.[F-].C([N+](CCCC)(CCCC)CCCC)CCC>O1CCCC1>[F:18][C:16]([F:17])([F:19])[C:9]1[CH:10]=[C:11]2[C:6](=[CH:7][CH:8]=1)[NH:5][CH:4]=[C:12]2[CH2:13][CH2:14][NH2:15] |f:1.2|. Reported procedure: 3.8 g of the compound obtained in Step C are stirred for 72 hours at ambient temperature in 200 ml of tetrahydrofuran and 10 ml of a 1 M solution of tetrabutylammonium fluoride in tetrahydrofuran in the presence of 1 g of 3 Å molecular sieve. After filtering off the resin and evaporating to dryness, the residue is taken up in 100 ml of 1N HCl and washed with dichloromethane. The aqueous phase is then rendered alkaline and extracted with dichloromethane and the combined organic phases are worked ... The reactants are [H-].[Na+] (sodium hydride), C(C)C1(CCCC(NC1)=O)C1=CC(=CC=C1)OC (6-Ethyl-6-(m-methoxyphenyl)hexahydro-2H-azepin-2-one), CI (Methyl iodide). The solvent is C1=CC=CC=C1 (benzene), C1=CC=CC=C1 (benzene). Conditions: temperature 40 celsius. Product: C(C)C1(CCCC(N(C1)C)=O)C1=CC(=CC=C1)OC (6-ethyl-6-(m-methoxyphenyl)-1-methylhexahydro-2H-azepin-2-one). Reaction SMILES: [CH2:1]([C:3]1([C:11]2[CH:16]=[CH:15][CH:14]=[C:13]([O:17][CH3:18])[CH:12]=2)[CH2:9][NH:8][C:7](=[O:10])[CH2:6][CH2:5][CH2:4]1)[CH3:2].[H-].[Na+].[CH3:21]I>C1C=CC=CC=1>[CH2:1]([C:3]1([C:11]2[CH:16]=[CH:15][CH:14]=[C:13]([O:17][CH3:18])[CH:12]=2)[CH2:9][N:8]([CH3:21])[C:7](=[O:10])[CH2:6][CH2:5][CH2:4]1)[CH3:2] |f:1.2|. Reported procedure: 6-Ethyl-6-(m-methoxyphenyl)hexahydro-2H-azepin-2-one (19.6 g) in dry benzene (200 ml.) was added dropwise to a stirred refluxing suspension of sodium hydride (60% suspension in oil; 4.0 g.) in dry benzene (200 ml.) under nitrogen. After the addition had been completed the reaction mixture was heated under reflux for 4 hours and then cooled to 40° C. Methyl iodide (20 ml.) was then added and the mixture stirred and heated at 40°-55° C. overnight. After cooling, the reaction mixture was washed wit... The reactants are C(C)(=O)OCC (ethyl acetate), CN (Methylamine), solution, FC(C=1C=C(C=CC1)NC(C(C)(C)N1COC(=C(C1=O)C1=CC=CC=C1)CBr)=O)(F)F (N-(3-trifluoromethylphenyl)-2-(6-bromomethyl-2,3-dihydro-4-oxo-5-phenyl-4H-1,3-oxazin-3-yl)-2-methylpropanamide). The solvent is C(C)O (ethanol), C(C)O (ethanol). Yields the product FC(C=1C=C(C=CC1)NC(C(C)(C)N1COC(=C(C1=O)C1=CC=CC=C1)CNC)=O)(F)F (N-(3-trifluoromethylphenyl)-2-(2,3-dihydro-6-methylaminomethyl-4-oxo-5-phenyl-4H-1,3-oxazin-3-yl)-2-methylpropanamide). RXN SMILES: [CH3:1][NH2:2].[F:3][C:4]([F:33])([F:32])[C:5]1[CH:6]=[C:7]([NH:11][C:12](=[O:31])[C:13]([N:16]2[C:21](=[O:22])[C:20]([C:23]3[CH:28]=[CH:27][CH:26]=[CH:25][CH:24]=3)=[C:19]([CH2:29]Br)[O:18][CH2:17]2)([CH3:15])[CH3:14])[CH:8]=[CH:9][CH:10]=1.C(OCC)(=O)C>C(O)C>[F:3][C:4]([F:33])([F:32])[C:5]1[CH:6]=[C:7]([NH:11][C:12](=[O:31])[C:13]([N:16]2[C:21](=[O:22])[C:20]([C:23]3[CH:28]=[CH:27][CH:26]=[CH:25][CH:24]=3)=[C:19]([CH2:29][NH:2][CH3:1])[O:18][CH2:17]2)([CH3:15])[CH3:14])[CH:8]=[CH:9][CH:10]=1. Procedure: Methylamine (2 ml of a 33% solution in ethanol) was added to a stirred suspension of N-(3-trifluoromethylphenyl)-2-(6-bromomethyl-2,3-dihydro-4-oxo-5-phenyl-4H-1,3-oxazin-3-yl)-2-methylpropanamide (0.5 g) in ethanol. Stirring was maintained at room temperature for 1 hour. The solution was diluted (ethyl acetate), washed (water), dried (magnesium sulphate) and evaporated. The residue was purified by dry column chromatography on silica gel, eluting with methanol/hexane to give N-(3-trifluoromethyl... Starting materials: O=C([O-])[O-], CCO, C1CCC2OC2C1, [K+], [K+], O=[N+]([O-])c1ncc[nH]1. Yields the product O=[N+]([O-])c1nccn1C1CCCCC1O. As a reaction SMILES: [C:16](=[O:17])([O-:18])[O-:19].[CH3:22][CH2:23][OH:24].[CH:9]12[CH:10]([CH2:11][CH2:12][CH2:13][CH2:14]1)[O:15]2.[K+:20].[K+:21].[N+:1](=[O:2])([O-:3])[c:4]1[nH:5][cH:6][cH:7][n:8]1>>[N+:1](=[O:2])([O-:3])[c:4]1[n:5]([CH:9]2[CH:10]([OH:15])[CH2:11][CH2:12][CH2:13][CH2:14]2)[cH:6][cH:7][n:8]1. Starting materials: BrC1=CC2=CN(N=C2C(=C1)COCC1(CCN(CC1)C(=O)OC(C)(C)C)C1=CC=CC=C1)COCC[Si](C)(C)C (tert-butyl 4-(((5-bromo-2-((2-(trimethylsilyl)ethoxy)methyl)-2H-indazol-7-yl)methoxy)methyl)-4-phenylpiperidine-1-carboxylate), CB1OB(OB(O1)C)C (trimethylboroxine), C([O-])([O-])=O.[Na+].[Na+] (sodium carbonate). As a reaction SMILES: Br[C:2]1[CH:10]=[C:9]([CH2:11][O:12][CH2:13][C:14]2([C:27]3[CH:32]=[CH:31][CH:30]=[CH:29][CH:28]=3)[CH2:19][CH2:18][N:17]([C:20]([O:22][C:23]([CH3:26])([CH3:25])[CH3:24])=[O:21])[CH2:16][CH2:15]2)[C:8]2[C:4](=[CH:5][N:6]([CH2:33][O:34][CH2:35][CH2:36][Si:37]([CH3:40])([CH3:39])[CH3:38])[N:7]=2)[CH:3]=1.[CH3:41]B1OB(C)OB(C)O1.C(=O)([O-])[O-].[Na+].[Na+]>[Pd].C1(P(C2C=CC=CC=2)C2C=CC=CC=2)C=CC=CC=1.C1(P(C2C=CC=CC=2)C2C=CC=CC=2)C=CC=CC=1.C1(P(C2C=CC=CC=2)C2C=CC=CC=2)C=CC=CC=1.C1(P(C2C=CC=CC=2)C2C=CC=CC=2)C=CC=CC=1.O1CCCC1>[CH3:41][C:2]1[CH:10]=[C:9]([CH2:11][O:12][CH2:13][C:14]2([C:27]3[CH:28]=[CH:29][CH:30]=[CH:31][CH:32]=3)[CH2:19][CH2:18][N:17]([C:20]([O:22][C:23]([CH3:24])([CH3:26])[CH3:25])=[O:21])[CH2:16][CH2:15]2)[C:8]2[C:4](=[CH:5][N:6]([CH2:33][O:34][CH2:35][CH2:36][Si:37]([CH3:40])([CH3:39])[CH3:38])[N:7]=2)[CH:3]=1 |f:2.3.4,5.6.7.8.9|. Solvent: O1CCCC1 (tetrahydrofuran). The product is CC1=CC2=CN(N=C2C(=C1)COCC1(CCN(CC1)C(=O)OC(C)(C)C)C1=CC=CC=C1)COCC[Si](C)(C)C (tert-Butyl 4-(((5-methyl-2-((2-(trimethylsilyl)ethoxy)methyl)-2H-indazol-7-yl)methoxy)methyl)-4-phenylpiperidine-1-carboxylate). Reaction conditions: temperature 110 celsius. Reagents/catalysts: [Pd].C1(=CC=CC=C1)P(C1=CC=CC=C1)C1=CC=CC=C1.C1(=CC=CC=C1)P(C1=CC=CC=C1)C1=CC=CC=C1.C1(=CC=CC=C1)P(C1=CC=CC=C1)C1=CC=CC=C1.C1(=CC=CC=C1)P(C1=CC=CC=C1)C1=CC=CC=C1 (tetrakis(triphenylphosphine)-palladium(0)). Procedure details: A microwave tube was charged with tert-butyl 4-(((5-bromo-2-((2-(trimethylsilyl)ethoxy)methyl)-2H-indazol-7-yl)methoxy)methyl)-4-phenylpiperidine-1-carboxylate (200 mg, 0.3 17 mmol), trimethylboroxine (0.089 mL, 0.634 mmol), tetrahydrofuran (1.5 mL), sodium carbonate (4 M in water, 0.24 mL, 0.95 mmol), and tetrakis(triphenylphosphine)-palladium(0) (18.3 mg, 0.016 mmol). The tube was flushed with nitrogen, sealed, and heated at 110° C. for 2 h via microwave. The reaction was cooled, poured into d...